The task is: describe an organic reaction: reactants, conditions, products, and yield. This data is from the Open Reaction Database (ORD), a public repository of structured organic reaction records. Reactants: CS(C)=O, O=C(O)c1c(F)cc(F)c(F)c1C(=O)O, O. Yields the product O=C(O)c1cc(F)c(F)cc1F. Reaction SMILES: [CH3:16][S:17](=[O:18])[CH3:19].[F:1][c:2]1[c:3]([C:13]([OH:14])=[O:15])[c:4]([C:5](=[O:6])[OH:7])[c:8]([F:12])[cH:9][c:10]1[F:11].[OH2:20]>>[F:1][c:2]1[cH:3][c:4]([C:5](=[O:6])[OH:7])[c:8]([F:12])[cH:9][c:10]1[F:11]. Reaction SMILES: [CH3:1][S:2](=[O:3])(=[O:4])[CH2:5][CH2:6][n:7]1[cH:8][n:9][c:10]2[c:11]1[cH:12][cH:13][c:14]([C:16](=[O:17])[OH:18])[cH:15]2.[CH:29]([N:30]([CH2:31][CH3:32])[CH:33]([CH3:34])[CH3:35])([CH3:36])[CH3:37].[N:50]#[N:51].[NH2:38][CH:39]1[CH:40]2[CH2:41][C:42]3([OH:49])[CH2:43][CH:44]([CH2:45][CH:46]1[CH2:47]3)[CH2:48]2.[O:52]=[CH:53][N:54]([CH3:55])[CH3:56].[OH2:57].[OH:19][n:20]1[c:21]2[c:22]([cH:23][cH:24][cH:25][cH:26]2)[n:27][n:28]1>>[CH3:1][S:2](=[O:3])(=[O:4])[CH2:5][CH2:6][n:7]1[cH:8][n:9][c:10]2[c:11]1[cH:12][cH:13][c:14]([C:16](=[O:18])[NH:38][CH:39]1[CH:40]3[CH2:41][C:42]4([OH:49])[CH2:43][CH:44]([CH2:45][CH:46]1[CH2:47]4)[CH2:48]3)[cH:15]2. The product is CS(=O)(=O)CCn1cnc2cc(C(=O)NC3C4CC5CC3CC(O)(C5)C4)ccc21. Starting materials: CS(=O)(=O)CCn1cnc2cc(C(=O)O)ccc21, CCN(C(C)C)C(C)C, N#N, NC1C2CC3CC1CC(O)(C3)C2, CN(C)C=O, O, On1nnc2ccccc21. Starting materials: CC[S-], ClC(Cl)Cl, COc1ccc(-c2nnc(C3(c4cccs4)CCCC3)n2C)c(Cl)c1, [Na+], CN(C)C=O. Yields the product Cn1c(-c2ccc(O)cc2Cl)nnc1C1(c2cccs2)CCCC1. RXN SMILES: [CH2:1]([S-:2])[CH3:3].[CH:35]([Cl:36])([Cl:37])[Cl:38].[Cl:10][c:11]1[c:12](-[c:19]2[n:20][n:21][c:22]([C:25]3([c:30]4[s:31][cH:32][cH:33][cH:34]4)[CH2:26][CH2:27][CH2:28][CH2:29]3)[n:23]2[CH3:24])[cH:13][cH:14][c:15]([O:17][CH3:18])[cH:16]1.[Na+:4].[O:5]=[CH:6][N:7]([CH3:8])[CH3:9]>>[Cl:10][c:11]1[c:12](-[c:19]2[n:20][n:21][c:22]([C:25]3([c:30]4[s:31][cH:32][cH:33][cH:34]4)[CH2:26][CH2:27][CH2:28][CH2:29]3)[n:23]2[CH3:24])[cH:13][cH:14][c:15]([OH:17])[cH:16]1. The reactants are ClC(=O)CCCCCC(=O)OCC1=CC=CC=C1 (benzyl 6-chloroformylcaproate), latter compound, C=O (paraformaldehyde), fused zinc chloride. Run at temperature 120 celsius. Product: C(C1=CC=CC=C1)OC(CCCCCC(=O)O)=O (Pimelic acid monobenzyl ester), oil. RXN SMILES: Cl[C:2]([CH2:4][CH2:5][CH2:6][CH2:7][CH2:8][C:9]([O:11][CH2:12][C:13]1[CH:18]=[CH:17][CH:16]=[CH:15][CH:14]=1)=[O:10])=[O:3].C=[O:20]>>[CH2:12]([O:11][C:9](=[O:10])[CH2:8][CH2:7][CH2:6][CH2:5][CH2:4][C:2]([OH:20])=[O:3])[C:13]1[CH:18]=[CH:17][CH:16]=[CH:15][CH:14]=1. Reported procedure: Pimelic acid monobenzyl ester was prepared according to an adaptation of the method of Hassner et al, Tetrahedron Letters No. 46, 4475 (1970); it boils at 205° C. (1.5 torr). This material was converted to benzyl 6-chloroformylcaproate according to the above methods and 5.25 g of the latter compound was stirred with 0.59 g of paraformaldehyde and several mg of fused zinc chloride and heated to 120° C. in an oil bath. After the paraformaldehyde was consumed (about 11/2 hrs), the mixture was coole... Starting materials: C(C)(=O)OC(C(C(=O)OC)CC1=CC2=C(C=C1)OCO2)C2=CN=C(N2CC2=C(C=CC=C2)Cl)CCCC (methyl 3-acetoxy-3-[2-n-butyl-1-(2-chlorophenyl)methyl-1H-imidazol-5-yl]-2-(3,4-methylenedioxyphenyl)methylpropanoate), 1,8-diazobicyclo[5,4,0]undec-7-ene, C1(=CC=CC=C1)C (toluene). The solvent is CCOCC (ether). The product is C(CCC)C=1N(C(=CN1)/C=C(/C(=O)OC)\CC1=CC2=C(C=C1)OCO2)CC2=C(C=CC=C2)Cl (methyl (E)-3-[2-n-butyl-1-{(2-chlorophenyl)methyl}-1H-imidazol-5yl]-2-(3,4-methylenedioxyphenyl)methyl-2-propenoate). Yield: 91.3%. As a reaction SMILES: C(O[CH:5]([C:21]1[N:25]([CH2:26][C:27]2[CH:32]=[CH:31][CH:30]=[CH:29][C:28]=2[Cl:33])[C:24]([CH2:34][CH2:35][CH2:36][CH3:37])=[N:23][CH:22]=1)[CH:6]([CH2:11][C:12]1[CH:17]=[CH:16][C:15]2[O:18][CH2:19][O:20][C:14]=2[CH:13]=1)[C:7]([O:9][CH3:10])=[O:8])(=O)C.C1(C)C=CC=CC=1>CCOCC>[CH2:34]([C:24]1[N:25]([CH2:26][C:27]2[CH:32]=[CH:31][CH:30]=[CH:29][C:28]=2[Cl:33])[C:21](/[CH:5]=[C:6](\[CH2:11][C:12]2[CH:17]=[CH:16][C:15]3[O:18][CH2:19][O:20][C:14]=3[CH:13]=2)/[C:7]([O:9][CH3:10])=[O:8])=[CH:22][N:23]=1)[CH2:35][CH2:36][CH3:37]. Reported procedure: A solution of methyl 3-acetoxy-3-[2-n-butyl-1-(2-chlorophenyl)methyl-1H-imidazol-5-yl]-2-(3,4-methylenedioxyphenyl)methylpropanoate (1.36 g, 2.58 mmol), 1,8-diazobicyclo[5,4,0]undec-7-ene (1 mL, 6.48 mmol) and toluene (10 mL) was heated at 90 ° C. for 18 hours under argon. The cooled reaction mixture was diluted with ether, the solution was filtered and the filtrate was concentrated. Chromatography of the product over silica gel with a gradient of ethyl acetate in hexane provided 1.1 g (87%) of ... Reactants: ClC=1C=NC=C(C1NC=1NC2=C(N1)C=C(C1=C2CC(O1)(C)C)C(=O)OC)Cl (methyl 2-[(3,5-dichloropyridin-4-yl)amino]-7,7-dimethyl-7,8-dihydro-1H-furo[3,2-e]benzimidazole-5-carboxylate), FC1=C(N)C=C(C=C1)C(F)(F)F (2-fluoro-5-(trifluoromethyl)aniline), C[Al](C)C (trimethyl aluminium). Run in C1(=CC=CC=C1)C (toluene). The product is ClC=1C=NC=C(C1NC1=NC2=C(N1)C=1CC(OC1C(=C2)C(=O)NC2=C(C=CC(=C2)C(F)(F)F)F)(C)C)Cl (2-((3,5-Dichloropyridin-4-yl)amino)-N-(2-fluoro-5-(trifluoromethyl)phenyl)-7,7-dimethyl-7,8-dihydro-1H-benzofuro[4,5-d]imidazole-5-carboxamide). Yield: 33.1%. Reaction SMILES: [Cl:1][C:2]1[CH:3]=[N:4][CH:5]=[C:6]([Cl:27])[C:7]=1[NH:8][C:9]1[NH:10][C:11]2[C:17]3[CH2:18][C:19]([CH3:22])([CH3:21])[O:20][C:16]=3[C:15]([C:23]([O:25]C)=O)=[CH:14][C:12]=2[N:13]=1.[F:28][C:29]1[CH:35]=[CH:34][C:33]([C:36]([F:39])([F:38])[F:37])=[CH:32][C:30]=1[NH2:31].C[Al](C)C>C1(C)C=CC=CC=1>[Cl:27][C:6]1[CH:5]=[N:4][CH:3]=[C:2]([Cl:1])[C:7]=1[NH:8][C:9]1[NH:10][C:11]2[C:17]3[CH2:18][C:19]([CH3:21])([CH3:22])[O:20][C:16]=3[C:15]([C:23]([NH:31][C:30]3[CH:32]=[C:33]([C:36]([F:37])([F:38])[F:39])[CH:34]=[CH:35][C:29]=3[F:28])=[O:25])=[CH:14][C:12]=2[N:13]=1. Procedure: The title compound was prepared following the procedure described for Example-137 by using methyl 2-[(3,5-dichloropyridin-4-yl)amino]-7,7-dimethyl-7,8-dihydro-1H-furo[3,2-e]benzimidazole-5-carboxylate (Step-1 of Intermediate-3, 0.100 g, 0.245 mmol), 2-fluoro-5-(trifluoromethyl)aniline (0.064 g, 0.357 mmol), trimethyl aluminium (2M solution in toluene) (0.5 mL), dry toluene (5.0 mL) at room temperature to afford 0.045 g of the desired product. 1HNMR (DMSO-d6): δ 1.57 (s, 6H), 3.10 (s, 2H), 7.30 (... Reactants: CC(=O)c1cc2c(I)cccc2s1, Cc1ccccc1, CCO, CC(C)c1cc(B(O)O)c(OCC(F)(F)F)c(C(C)C)c1, [Na+], [Na+], O=C([O-])[O-], O, c1ccc(P(c2ccccc2)(c2ccccc2)[Pd](P(c2ccccc2)(c2ccccc2)c2ccccc2)(P(c2ccccc2)(c2ccccc2)c2ccccc2)P(c2ccccc2)(c2ccccc2)c2ccccc2)cc1. Product: CC(=O)c1cc2c(-c3cc(C(C)C)cc(C(C)C)c3OCC(F)(F)F)cccc2s1. RXN SMILES: [C:22]([CH3:23])(=[O:24])[c:25]1[cH:26][c:27]2[c:28]([s:29]1)[cH:30][cH:31][cH:32][c:33]2[I:34].[CH3:42][c:43]1[cH:44][cH:45][cH:46][cH:47][cH:48]1.[CH3:49][CH2:50][OH:51].[CH:1]([CH3:2])([CH3:3])[c:4]1[c:5]([O:16][CH2:17][C:18]([F:19])([F:20])[F:21])[c:6]([B:13]([OH:14])[OH:15])[cH:7][c:8]([CH:10]([CH3:11])[CH3:12])[cH:9]1.[Na+:35].[Na+:36].[O-:37][C:38](=[O:39])[O-:40].[OH2:41].[cH:52]1[cH:53][cH:54][c:55]([P:56]([Pd:57]([P:58]([c:59]2[cH:60][cH:61][cH:62][cH:63][cH:64]2)([c:65]2[cH:66][cH:67][cH:68][cH:69][cH:70]2)[c:71]2[cH:72][cH:73][cH:74][cH:75][cH:76]2)([P:77]([c:78]2[cH:79][cH:80][cH:81][cH:82][cH:83]2)([c:84]2[cH:85][cH:86][cH:87][cH:88][cH:89]2)[c:90]2[cH:91][cH:92][cH:93][cH:94][cH:95]2)[P:96]([c:97]2[cH:98][cH:99][cH:100][cH:101][cH:102]2)([c:103]2[cH:104][cH:105][cH:106][cH:107][cH:108]2)[c:109]2[cH:110][cH:111][cH:112][cH:113][cH:114]2)([c:115]2[cH:116][cH:117][cH:118][cH:119][cH:120]2)[c:121]2[cH:122][cH:123][cH:124][cH:125][cH:126]2)[cH:127][cH:128]1>>[CH:1]([CH3:2])([CH3:3])[c:4]1[c:5]([O:16][CH2:17][C:18]([F:19])([F:20])[F:21])[c:6](-[c:33]2[c:27]3[cH:26][c:25]([C:22]([CH3:23])=[O:24])[s:29][c:28]3[cH:30][cH:31][cH:32]2)[cH:7][c:8]([CH:10]([CH3:11])[CH3:12])[cH:9]1. The product is CCc1cc(O)c(F)c(C(O)c2nc3cc(C)c(C)cc3n2C(c2ccccc2)(c2ccccc2)c2ccccc2)c1. RXN SMILES: [C:1]([Si:2]([CH3:3])([CH3:4])[O:6][c:7]1[c:8]([F:47])[c:9]([CH:15]([OH:16])[c:17]2[n:18][c:19]3[c:20]([n:21]2[C:22]([c:23]2[cH:24][cH:25][cH:26][cH:27][cH:28]2)([c:29]2[cH:30][cH:31][cH:32][cH:33][cH:34]2)[c:35]2[cH:36][cH:37][cH:38][cH:39][cH:40]2)[cH:41][c:42]([CH3:46])[c:43]([CH3:45])[cH:44]3)[cH:10][c:11]([CH2:13][CH3:14])[cH:12]1)([CH3:5])([CH3:48])[CH3:49].[CH2:51]([N+:52]([CH2:53][CH2:54][CH2:55][CH3:56])([CH2:57][CH2:58][CH2:59][CH3:60])[CH2:61][CH2:62][CH2:63][CH3:64])[CH2:65][CH2:66][CH3:67].[CH2:68]1[O:69][CH2:70][CH2:71][CH2:72]1.[CH3:73][CH2:74][O:75][C:76]([CH3:77])=[O:78].[F-:50]>>[OH:6][c:7]1[c:8]([F:47])[c:9]([CH:15]([OH:16])[c:17]2[n:18][c:19]3[c:20]([n:21]2[C:22]([c:23]2[cH:24][cH:25][cH:26][cH:27][cH:28]2)([c:29]2[cH:30][cH:31][cH:32][cH:33][cH:34]2)[c:35]2[cH:36][cH:37][cH:38][cH:39][cH:40]2)[cH:41][c:42]([CH3:46])[c:43]([CH3:45])[cH:44]3)[cH:10][c:11]([CH2:13][CH3:14])[cH:12]1. Reactants: CCc1cc(O[Si](C)(C)C(C)(C)C)c(F)c(C(O)c2nc3cc(C)c(C)cc3n2C(c2ccccc2)(c2ccccc2)c2ccccc2)c1, CCCC[N+](CCCC)(CCCC)CCCC, C1CCOC1, CCOC(C)=O, [F-]. Reactants: CS(=O)(=O)C=1C=C(C(=O)OC)C=C(C1)N1C(CCC1)=O (Methyl 3-methylsulfonyl-5-(2-oxopyrrolidin-1-yl)-benzoate), O.[OH-].[Li+] (lithium hydroxide monohydrate). Solvent: O (water), O1CCOCC1 (dioxan). Run at time 2 hour. The product is CS(=O)(=O)C=1C=C(C(=O)O)C=C(C1)N1C(CCC1)=O (3-Methylsulfonyl-5-(2-oxopyrrolidin-1-yl)benzoic acid). As a reaction SMILES: [CH3:1][S:2]([C:5]1[CH:6]=[C:7]([CH:12]=[C:13]([N:15]2[CH2:19][CH2:18][CH2:17][C:16]2=[O:20])[CH:14]=1)[C:8]([O:10]C)=[O:9])(=[O:4])=[O:3].O.[OH-].[Li+]>O1CCOCC1.O>[CH3:1][S:2]([C:5]1[CH:6]=[C:7]([CH:12]=[C:13]([N:15]2[CH2:19][CH2:18][CH2:17][C:16]2=[O:20])[CH:14]=1)[C:8]([OH:10])=[O:9])(=[O:4])=[O:3] |f:1.2.3|. Reported procedure: Methyl 3-methylsulfonyl-5-(2-oxopyrrolidin-1-yl)-benzoate (D18) (0.717 g) was suspended in dioxan (3.6 ml) and treated with a solution of lithium hydroxide monohydrate (0.153 g) in water (3.6 ml). The mixture was stirred for 2 h at room temperature and a clear solution was formed. The pH was adjusted to ˜4 by addition of Amberlyst-15 H+ resin. The resin was removed by filtration and washed well with dioxan. The combined filtrates were evaporated and the residue dried. Trituration with ether gave... Reactants: CSC=1OC2=C(N1)C=C(C=C2)S(=O)(=O)N (2-methylsulfanyl-benzooxazole-5-sulfonic acid amide), NC1CCN(CC1)C(=O)OCC (ethyl 4-amino-1-piperidine carboxylate). Run in C(C)#N (acetonitrile). Reaction conditions: temperature 190 celsius. Yields the product C(C)OC(=O)N1CCC(CC1)NC=1OC2=C(N1)C=C(C=C2)S(N)(=O)=O (4-(5-Sulfamoyl-benzooxazol-2-ylamino)-piperidine-1-carboxylic acid ethyl ester). Isolated yield 22.8%. As a reaction SMILES: CS[C:3]1[O:4][C:5]2[CH:11]=[CH:10][C:9]([S:12]([NH2:15])(=[O:14])=[O:13])=[CH:8][C:6]=2[N:7]=1.[NH2:16][CH:17]1[CH2:22][CH2:21][N:20]([C:23]([O:25][CH2:26][CH3:27])=[O:24])[CH2:19][CH2:18]1>C(#N)C>[CH2:26]([O:25][C:23]([N:20]1[CH2:19][CH2:18][CH:17]([NH:16][C:3]2[O:4][C:5]3[CH:11]=[CH:10][C:9]([S:12](=[O:14])(=[O:13])[NH2:15])=[CH:8][C:6]=3[N:7]=2)[CH2:22][CH2:21]1)=[O:24])[CH3:27]. Reported procedure: A mixture of 2-methylsulfanyl-benzooxazole-5-sulfonic acid amide (5.00 g, 20.5 mmol, 1.0 equiv) and ethyl 4-amino-1-piperidine carboxylate (3.53 g, 20.5 mmol, 1.0 equiv) in anhydrous acetonitrile (25 mL) was heated to 190° C. under microwave irradiation for 1 h. The crude reaction mixture was concentrated by evaporation under reduced pressure, the organic phase filtered over silica with ethyl acetate and purified by preparative HPLC on reversed phase eluting with a gradient of acetonitrile/water...